Task: describe an organic reaction: reactants, conditions, products, and yield. Dataset: the Open Reaction Database (ORD), a public repository of structured organic reaction records Starting materials: FC(C=1C=C(C=CC1)B(O)O)(F)F (3-trifluoromethylphenylboronic acid), [F-].[K+] (potassium fluoride), F[B-](F)(F)F.C(C)(C)(C)[PH+](C(C)(C)C)C(C)(C)C (tri-tert-butylphosphonium tetrafluoroborate), COC(C1=CC(=C(C=C1)C)Br)=O (3-bromo-4-methylbenzoic acid methyl ester). The reagents and catalysts are C=1C=CC(=CC1)/C=C/C(=O)/C=C/C2=CC=CC=C2.C=1C=CC(=CC1)/C=C/C(=O)/C=C/C2=CC=CC=C2.C=1C=CC(=CC1)/C=C/C(=O)/C=C/C2=CC=CC=C2.[Pd].[Pd] (tris(dibenzylideneacetone)-dipalladium(0)). Solvent: O1CCOCC1 (dioxane). Reaction conditions: temperature 70 celsius, time 3 hour. The product is COC(=O)C=1C=C(C(=CC1)C)C1=CC(=CC=C1)C(F)(F)F (6-Methyl-3′-trifluoromethyl-biphenyl-3-carboxylic acid methyl ester). Yield: 83.2%. RXN SMILES: [F:1][C:2]([F:13])([F:12])[C:3]1[CH:4]=[C:5](B(O)O)[CH:6]=[CH:7][CH:8]=1.[F-].[K+].F[B-](F)(F)F.C([PH+](C(C)(C)C)C(C)(C)C)(C)(C)C.[CH3:34][O:35][C:36](=[O:45])[C:37]1[CH:42]=[CH:41][C:40]([CH3:43])=[C:39](Br)[CH:38]=1>O1CCOCC1.C1C=CC(/C=C/C(/C=C/C2C=CC=CC=2)=O)=CC=1.C1C=CC(/C=C/C(/C=C/C2C=CC=CC=2)=O)=CC=1.C1C=CC(/C=C/C(/C=C/C2C=CC=CC=2)=O)=CC=1.[Pd].[Pd]>[CH3:34][O:35][C:36]([C:37]1[CH:38]=[C:39]([C:5]2[CH:6]=[CH:7][CH:8]=[C:3]([C:2]([F:13])([F:12])[F:1])[CH:4]=2)[C:40]([CH3:43])=[CH:41][CH:42]=1)=[O:45] |f:1.2,3.4,7.8.9.10.11|. Procedure: 3-trifluoromethylphenylboronic acid (278 mg, 1.46 mmol), tris(dibenzylideneacetone)-dipalladium(0) (61 mg, 0.066 mmol), potassium fluoride (255 mg, 4.38 mmol) and tri-tert-butylphosphonium tetrafluoroborate (46 mg, 0.159 mmol) in a flask were thoroughly flushed with argon. 3-bromo-4-methylbenzoic acid methyl ester (304 mg, 1.32 mmol) was added as solution in dioxane (5 ml). the mixture was stirred at 70° C. for 3 h, filtered over silica and evaporated to dryness. The raw material was purified by... Starting materials: C(C1=CN=CC=C1)(=O)NCCC1=CC(O)=C(O)C=C1 (nicotinoyldopamine), CI (methyl iodide), CI (Methyl iodide). The solvent is CO (methanol). Run at time 6 hour. Yields the product [I-].C[N+]1=CC(=CC=C1)C(NCCC1=CC(=C(C=C1)O)O)=O (1-Methyl-3-{N-[β-(3,4-dihydroxyphenyl)ethyl]}carbamoylpyridinium iodide). As a reaction SMILES: [C:1]([NH:9][CH2:10][CH2:11][C:12]1[CH:19]=[CH:18][C:16]([OH:17])=[C:14]([OH:15])[CH:13]=1)(=[O:8])[C:2]1[CH:7]=[CH:6][CH:5]=[N:4][CH:3]=1.[CH3:20][I:21]>CO>[I-:21].[CH3:20][N+:4]1[CH:5]=[CH:6][CH:7]=[C:2]([C:1](=[O:8])[NH:9][CH2:10][CH2:11][C:12]2[CH:19]=[CH:18][C:16]([OH:17])=[C:14]([OH:15])[CH:13]=2)[CH:3]=1 |f:3.4|. Procedure details: To a solution of 2 g (7.7 mmol) of nicotinoyldopamine in 40 ml of dry methanol were added 2.5 g (17.6 mmol) of methyl iodide. The reaction mixture was refluxed with stirring for 6 hours. Methyl iodide (1.5 g, 1.05 mmol) was added and refluxing was continued overnight. Methanol was removed and ethyl acetate was added, affording yellowish crystals of the desired product. Yield 2.4 g (77%), m.p. 173°-174° C. Reactants: O=C(Cl)CCCCBr, CCOC(C)=O, CCOC(=O)C1=C(N)CCCC1, C1CCOC1, c1ccncc1. Yields the product CCOC(=O)C1=C(NC(=O)CCCCBr)CCCC1. As a reaction SMILES: [Br:19][CH2:20][CH2:21][CH2:22][CH2:23][C:24](=[O:25])[Cl:26].[CH3:27][CH2:28][O:29][C:30](=[O:31])[CH3:32].[NH2:1][C:2]1=[C:3]([C:8](=[O:9])[O:10][CH2:11][CH3:12])[CH2:4][CH2:5][CH2:6][CH2:7]1.[O:33]1[CH2:34][CH2:35][CH2:36][CH2:37]1.[cH:13]1[cH:14][cH:15][n:16][cH:17][cH:18]1>>[NH:1]([C:2]1=[C:3]([C:8](=[O:9])[O:10][CH2:11][CH3:12])[CH2:4][CH2:5][CH2:6][CH2:7]1)[C:24]([CH2:23][CH2:22][CH2:21][CH2:20][Br:19])=[O:25]. Starting materials: CC1=C(C=2C(=NC=CC2)N1C(C=O)C)C(=O)OC(C)(C)C (tert-butyl 2-methyl-1-(1-oxopropan-2-yl)-1H-pyrrolo[2,3-b]pyridine-3-carboxylate), [Si](C)(C)(C)C(F)(F)F (TMS-CF3), [NH4+].[Cl-] (NH4Cl), CCCC[N+](CCCC)(CCCC)CCCC.[F-] (TBAF). Run in C1CCOC1 (THF). Run at temperature 0 celsius, time 30 minute. Product: CC1=C(C=2C(=NC=CC2)N1C(C)C(C(F)(F)F)O)C(=O)OC(C)(C)C (tert-butyl 2-methyl-1-(4,4,4-trifluoro-3-hydroxybutan-2-yl)-1H-pyrrolo[2,3-b]pyridine-3-carboxylate). Yield: 32.0%. As a reaction SMILES: [CH3:1][C:2]1[N:10]([CH:11]([CH3:14])[CH:12]=[O:13])[C:5]2=[N:6][CH:7]=[CH:8][CH:9]=[C:4]2[C:3]=1[C:15]([O:17][C:18]([CH3:21])([CH3:20])[CH3:19])=[O:16].[Si]([C:26]([F:29])([F:28])[F:27])(C)(C)C.CCCC[N+](CCCC)(CCCC)CCCC.[F-].[NH4+].[Cl-]>C1COCC1>[CH3:1][C:2]1[N:10]([CH:11]([CH:12]([OH:13])[C:26]([F:29])([F:28])[F:27])[CH3:14])[C:5]2=[N:6][CH:7]=[CH:8][CH:9]=[C:4]2[C:3]=1[C:15]([O:17][C:18]([CH3:20])([CH3:19])[CH3:21])=[O:16] |f:2.3,4.5|. Reported procedure: To a solution of tert-butyl 2-methyl-1-(1-oxopropan-2-yl)-1H-pyrrolo[2,3-b]pyridine-3-carboxylate (100 mg, 0.35 mmol) in dry THF (2 ml) was added a solution of TMS-CF3 (0.02 ml, 1M in THF) and the reaction mixture was cooled to 0° C. under Ar, Added TBAF (73.97 mg, 0.52 mmol), via drop-wise addition and stirred for 30 min at 0° C. A solution of saturated NH4Cl was added and most of the solvent was stripped on the ratary evaporator. The reminder was taken up EtOAc and H2O and transferred to a sep...